From a dataset of the Open Reaction Database (ORD), a public repository of structured organic reaction records. describe an organic reaction: reactants, conditions, products, and yield Starting materials: C(CCCCCCCCC)C=1C=NC(=NC1)C1=CC=C(C=C1)O (4-(5-decylpyrimidin-2-yl)phenol), C(CCCC)[C@@H]1CC[C@H](CC1)C(=O)O (trans-4-pentylcyclohexanecarboxylic acid), C1(CCCCC1)N=C=NC1CCCCC1 (N,N'-dicyclohexylcarbodiimide). Run in ClCCl (dichloromethane). Product: C1(CCCCC1)NC(=O)NC1CCCCC1 (N,N'-dicyclohexylurea). RXN SMILES: C(C1C=NC(C2C=CC([OH:23])=CC=2)=NC=1)CCCCCCCCC.C([C@H]1CC[C@H](C(O)=O)CC1)CCCC.[CH:38]1([N:44]=[C:45]=[N:46][CH:47]2[CH2:52][CH2:51][CH2:50][CH2:49][CH2:48]2)[CH2:43][CH2:42][CH2:41][CH2:40][CH2:39]1>ClCCl>[CH:47]1([NH:46][C:45]([NH:44][CH:38]2[CH2:39][CH2:40][CH2:41][CH2:42][CH2:43]2)=[O:23])[CH2:52][CH2:51][CH2:50][CH2:49][CH2:48]1. Procedure details: A solution of 35.4 g of 4-(5-decylpyrimidin-2-yl)phenol, 22.5 g of trans-4-pentylcyclohexanecarboxylic acid and 23.4 g of N,N'-dicyclohexylcarbodiimide in 600 ml of dichloromethane is stirred at 20° C. for 12 hours. The N,N'-dicyclohexylurea formed is filtered off, and the filtrate is chromatographed over 5 kg of silica gel using dichloromethane. The product-containing fraction gives 21.5 g of colorless crystals after recrystallization from n-hexane. Starting materials: ClC1=CC=C(S1)C(C=1C=C2C(=CC(NC2=CC1)=O)C1=CC(=CC=C1)OC)(C=1N(C=NC1)C)O (6-[(5-Chloro-thiophen-2-yl)-hydroxy-(3-methyl-3H-imidazol-4-yl)-methyl]-4-(3-methoxy-phenyl)-1H-quinolin-2-one), B(Br)(Br)Br (BBr3), C(Cl)Cl (CH2Cl2). The product is ClC1=CC=C(S1)C(C=1C=C2C(=CC(N(C2=CC1)C)=O)C1=CC(=CC=C1)O)(C=1N(C=NC1)C)O (6-[(5-Chloro-Thiophen-2-yl)-Hydroxy-(3-Methyl-3H-Imidazol-4-yl)-Methyl]-4-(3-Hydroxy-Phenyl)-1-Methyl-1H-Quinolin-2-One). Yield: 67.0%. RXN SMILES: [Cl:1][C:2]1[S:6][C:5]([C:7]([OH:33])([C:27]2[N:28]([CH3:32])[CH:29]=[N:30][CH:31]=2)[C:8]2[CH:9]=[C:10]3[C:15](=[CH:16][CH:17]=2)[NH:14][C:13](=[O:18])[CH:12]=[C:11]3[C:19]2[CH:24]=[CH:23][CH:22]=[C:21]([O:25]C)[CH:20]=2)=[CH:4][CH:3]=1.B(Br)(Br)Br.[CH2:38](Cl)Cl>>[Cl:1][C:2]1[S:6][C:5]([C:7]([OH:33])([C:27]2[N:28]([CH3:32])[CH:29]=[N:30][CH:31]=2)[C:8]2[CH:9]=[C:10]3[C:15](=[CH:16][CH:17]=2)[N:14]([CH3:38])[C:13](=[O:18])[CH:12]=[C:11]3[C:19]2[CH:24]=[CH:23][CH:22]=[C:21]([OH:25])[CH:20]=2)=[CH:4][CH:3]=1. Reported procedure: Following the same procedure as that described in Example 34A, the title compound of example 31 (100 mg, 0.203 mmol0 was treated with BBr3 in CH2Cl2 (1M, 1.02 ml, 1.02 mmol) to give the title compound (64 mg, 67% yield). The reactants are O=C([O-])[O-], [K+], [K+], Nc1ncc(Br)s1, CN(C)C=O, CCOC(=O)CCS. The product is CCOC(=O)CCSc1cnc(N)s1. RXN SMILES: [C:8](=[O:9])([O-:10])[O-:11].[K+:12].[K+:13].[NH2:1][c:2]1[s:3][c:4]([Br:7])[cH:5][n:6]1.[O:22]=[CH:23][N:24]([CH3:25])[CH3:26].[SH:14][CH2:15][CH2:16][C:17](=[O:18])[O:19][CH2:20][CH3:21]>>[NH2:1][c:2]1[s:3][c:4]([S:14][CH2:15][CH2:16][C:17](=[O:18])[O:19][CH2:20][CH3:21])[cH:5][n:6]1.